From a dataset of the Open Reaction Database (ORD), a public repository of structured organic reaction records. describe an organic reaction: reactants, conditions, products, and yield The reactants are COc1ccc(Br)cc1, [Li]CCCC, CN1C2CCC1CC(=O)C2, C1CCOC1. Product: COc1ccc(C2(O)CC3CCC(C2)N3C)cc1. Reaction SMILES: [Br:1][c:2]1[cH:3][cH:4][c:5]([O:8][CH3:9])[cH:6][cH:7]1.[CH2:10]([Li:11])[CH2:12][CH2:13][CH3:14].[CH3:15][N:16]1[CH:17]2[CH2:18][C:19](=[O:24])[CH2:20][CH:21]1[CH2:22][CH2:23]2.[O:25]1[CH2:26][CH2:27][CH2:28][CH2:29]1>>[c:2]1([C:19]2([OH:24])[CH2:18][CH:17]3[N:16]([CH3:15])[CH:21]([CH2:20]2)[CH2:22][CH2:23]3)[cH:3][cH:4][c:5]([O:8][CH3:9])[cH:6][cH:7]1. Starting materials: CC(C)=CCCC(C)=CCCl, CCOP(OCC)OCC. Product: CCOP(=O)(CC=C(C)CCC=C(C)C)OCC. As a reaction SMILES: [Cl:11][CH2:12][CH:13]=[C:14]([CH2:15][CH2:16][CH:17]=[C:18]([CH3:19])[CH3:20])[CH3:21].[P:1]([O:2][CH2:3][CH3:4])([O:5][CH2:6][CH3:7])[O:8][CH2:9][CH3:10]>>[P:1](=[O:2])([O:5][CH2:6][CH3:7])([O:8][CH2:9][CH3:10])[CH2:12][CH:13]=[C:14]([CH2:15][CH2:16][CH:17]=[C:18]([CH3:19])[CH3:20])[CH3:21]. Reactants: NC(CCC(=O)O)C(=O)O (D,L-glutamic acid), Cl (HCl). Run at time 48 hour. Product: N[C@H](CCC(=O)O)C(=O)O (D-glutamic acid). As a reaction SMILES: [NH2:1][CH:2]([C:8]([OH:10])=[O:9])[CH2:3][CH2:4][C:5]([OH:7])=[O:6].Cl>>[NH2:1][C@@H:2]([C:8]([OH:10])=[O:9])[CH2:3][CH2:4][C:5]([OH:7])=[O:6]. Procedure details: An experiment for resolution of D,L-glutamic acid.HCl by a device composed of two compartments separated by a membrane is described. A round perspex piece of 9 cm exterior diameter, 6 cm internal diameter and 0.9 cm thickness was connected to another piece of perspex of the same dimensions via a membrane with cut-off of 10000-15000, and mechanically shaken for 48 h. Into each compartment a solution of 4 g D,L-glutamic acid in 20 ml of HCl 5N was introduced (total 8 g/40 ml). Poly-(Nε -acryloyl-L... The reactants are COC(=O)CC(=O)OC, CCO, [Cl-], O=C(Cl)c1ccc([N+](=O)[O-])cc1Cl, CC(=O)c1ccc([N+](=O)[O-])cc1Cl, ClCCl, [Fe], [NH4+], O. The product is CC(=O)c1ccc(N)cc1Cl. As a reaction SMILES: [CH3:29][O:30][C:31](=[O:32])[CH2:33][C:34]([O:35][CH3:36])=[O:37].[CH3:38][CH2:39][OH:40].[Cl-:1].[Cl:16][c:17]1[cH:18][c:19]([N+:20]([O-:21])=[O:22])[cH:23][cH:24][c:25]1[C:26]([Cl:27])=[O:28].[Cl:3][c:4]1[c:5]([C:13]([CH3:14])=[O:15])[cH:6][cH:7][c:8]([N+:10]([O-:11])=[O:12])[cH:9]1.[Cl:42][CH2:43][Cl:44].[Fe:41].[NH4+:2].[OH2:45]>>[Cl:3][c:4]1[c:5]([C:13]([CH3:14])=[O:15])[cH:6][cH:7][c:8]([NH2:10])[cH:9]1. Reactants: FC1=C(C=CC(=C1)F)[C@@](CN1N=CN=C1)([C@@H](C)C1=CC=C(C=C1)C=1N=NNC1)O ((2R,3S)-2-(2,4-difluorophenyl)-3-(4-[1,2,3-triazol-4-yl]phenyl)-1-(1,2,4-triazol-1-yl)butan-2-ol), product, ClN1C(CCC1=O)=O (N-chlorosuccinimide). The solvent is ClCCl (dichloromethane). Product: FC1=C(C=CC(=C1)F)[C@@](CN1N=CN=C1)([C@@H](C)C1=CC=C(C=C1)C1=C(N=NN1)Cl)O ((2R,3S)-2-(2,4-Difluorophenyl)-3-(4-[4-chloro-1,2,3-triazol-5-yl]phenyl)-1-(1,2,4-triazol-1-yl)butan-2-ol). Reaction SMILES: [F:1][C:2]1[CH:7]=[C:6]([F:8])[CH:5]=[CH:4][C:3]=1[C@:9]([OH:29])([C@H:16]([C:18]1[CH:23]=[CH:22][C:21]([C:24]2[N:25]=[N:26][NH:27][CH:28]=2)=[CH:20][CH:19]=1)[CH3:17])[CH2:10][N:11]1[CH:15]=[N:14][CH:13]=[N:12]1.[Cl:30]N1C(=O)CCC1=O>ClCCl>[F:1][C:2]1[CH:7]=[C:6]([F:8])[CH:5]=[CH:4][C:3]=1[C@:9]([OH:29])([C@H:16]([C:18]1[CH:23]=[CH:22][C:21]([C:24]2[NH:25][N:26]=[N:27][C:28]=2[Cl:30])=[CH:20][CH:19]=1)[CH3:17])[CH2:10][N:11]1[CH:15]=[N:14][CH:13]=[N:12]1. Procedure: A solution of (2R,3S)-2-(2,4-difluorophenyl)-3-(4-[1,2,3-triazol-4-yl]phenyl)-1-(1,2,4-triazol-1-yl)butan-2-ol (2.0 g, 5 mmol-a product of Example 66) in dichloromethane (100 ml) was treated with N-chlorosuccinimide (0.81 g, 6 mmol). The mixture was stirred and irradiated at room temperature for 3 days then evaporated to dryness under reduced pressure. The residue was partitioned between ethyl acetate(50 ml) and saturated sodium bicarbonate (20 ml). The organic layer was washed with brine (20 ml... The reactants are C(N)(=O)C=1C=C(SC1NC(N)=O)C1=CC=C(CN[C@H](C(=O)OC2CCCC2)C2=CC=CC=C2)C=C1 (Cyclopentyl (2S)-({-4-[4-carbamoyl-5-(carbamoylamino)-2-thienyl]benzyl}amino)(phenyl)acetate), [Li+].[OH-] (LiOH). Solvent: O1CCCC1 (tetrahydrofuran). Reaction conditions: temperature 40 celsius, time 4 hour. Yields the product C(N)(=O)C=1C=C(SC1NC(N)=O)C1=CC=C(CN[C@H](C(=O)O)C2=CC=CC=C2)C=C1 ((2S)-({4-[4-carbamoyl-5-(carbamoylamino)-2-thienyl]benzyl}amino)(phenyl)acetic acid). RXN SMILES: [C:1]([C:4]1[CH:5]=[C:6]([C:13]2[CH:35]=[CH:34][C:16]([CH2:17][NH:18][C@@H:19]([C:28]3[CH:33]=[CH:32][CH:31]=[CH:30][CH:29]=3)[C:20]([O:22]C3CCCC3)=[O:21])=[CH:15][CH:14]=2)[S:7][C:8]=1[NH:9][C:10](=[O:12])[NH2:11])(=[O:3])[NH2:2].[Li+].[OH-]>O1CCCC1>[C:1]([C:4]1[CH:5]=[C:6]([C:13]2[CH:35]=[CH:34][C:16]([CH2:17][NH:18][C@@H:19]([C:28]3[CH:29]=[CH:30][CH:31]=[CH:32][CH:33]=3)[C:20]([OH:22])=[O:21])=[CH:15][CH:14]=2)[S:7][C:8]=1[NH:9][C:10](=[O:12])[NH2:11])(=[O:3])[NH2:2] |f:1.2|. Procedure: To a solution of cyclopentyl (2S)-({-4-[4-carbamoyl-5-(carbamoylamino)-2-thienyl]benzyl}amino)(phenyl)acetate (Example 1) (50 mg, 102 μmol) in tetrahydrofuran (1 ml) was added 1.0M aq LiOH (0.508 ml, 508 μmol). The reaction was stirred at an oil bath temperature of 40° C. After 4 hours LCMS indicated 90% completion. The heating was removed and the reaction left to stir at room temperature overnight. The solvent was removed in vacuo and to the residue was added water (2 ml). 5 drops of acetic aci... The reactants are FC1=CC=C(CC=2C(=NC(=NC2C)C)O)C=C1 (5-(4-fluorobenzyl)-2,6-dimethylpyrimidin-4-ol), P(=O)(Cl)(Cl)Cl (phosphorus oxychloride). Yields the product ClC1=NC(=NC(=C1CC1=CC=C(C=C1)F)C)C (4-chloro-5-(4-fluorobenzyl)-2,6-dimethylpyrimidine). The yield is 67.0%. As a reaction SMILES: [F:1][C:2]1[CH:17]=[CH:16][C:5]([CH2:6][C:7]2[C:8](O)=[N:9][C:10]([CH3:14])=[N:11][C:12]=2[CH3:13])=[CH:4][CH:3]=1.P(Cl)(Cl)([Cl:20])=O>>[Cl:20][C:8]1[C:7]([CH2:6][C:5]2[CH:16]=[CH:17][C:2]([F:1])=[CH:3][CH:4]=2)=[C:12]([CH3:13])[N:11]=[C:10]([CH3:14])[N:9]=1. Procedure: A solution of 5-(4-fluorobenzyl)-2,6-dimethylpyrimidin-4-ol (730 mg, 3.14 mmol) in phosphorus oxychloride (10 mL) was stirred at 60° C. for 90 min. The reaction mixture was concentrated and ethyl acetate (50 mL) was added to the residue. The organic solution was washed with saturated sodium bicarbonate (50 mL), water (50 mL), and brine (50 mL), dried over sodium sulfate, filtered and concentrated. Column chromatography of the residue on silica (5-40% ethyl acetate in hexanes) afforded 4-chloro-5...